From a dataset of the Open Reaction Database (ORD), a public repository of structured organic reaction records. describe an organic reaction: reactants, conditions, products, and yield Procedure: N,O-Bistrimethylsilylacetamide (0.34 ml, 1.4 mmol) was added to a stirred suspension of N-({6-[(2,2-diphenylethyl)amino]-9H-purin-2-yl}methyl)-N′-[2-(1-piperidinyl)ethyl]urea (100 mg, 0.2 mmol) (Preparation 5) in 1,1,1-trichloroethane (20 ml) at 50° C. The reaction mixture was stirred at this temperature for 30 minutes, allowed to cool to room temperature and then evaporated under reduced pressure. Toluene (5 ml) was added and the solvent was removed under reduced pressure. The residue was redis... Product: C(C1=CC=CC=C1)(=O)O[C@@H]1[C@H](O[C@H]([C@@H]1OC(C1=CC=CC=C1)=O)N1C2=NC(=NC(=C2N=C1)NCC(C1=CC=CC=C1)C1=CC=CC=C1)CNC(=O)NCCN1CCCCC1)C(=O)NCC ((2S,3S,4R,5R)-4-(Benzoyloxy)-5-(6-[(2,2-diphenylethyl)amino]-2-{[({[2-(1-piperidinyl)ethyl]amino}carbonyl)amino]methyl}-9H-purin-9-yl)-2-[(ethylamino)carbonyl]tetrahydro-3-furanyl benzoate). The reactants are N,O-Bistrimethylsilylacetamide, C1(=CC=CC=C1)C(CNC1=C2N=CNC2=NC(=N1)CNC(=O)NCCN1CCCCC1)C1=CC=CC=C1 (N-({6-[(2,2-diphenylethyl)amino]-9H-purin-2-yl}methyl)-N′-[2-(1-piperidinyl)ethyl]urea), C(C1=CC=CC=C1)(=O)O[C@@H]1[C@H](O[C@@H]([C@@H]1OC(C1=CC=CC=C1)=O)OC(C)=O)C(=O)NCC ((2S,3S,4R,5R)-5-(Acetyloxy)-4-(benzoyloxy)-2-[(ethylamino)carbonyl]tetrahydro-3-furanyl benzoate), C(C1=CC=CC=C1)(=O)O[C@@H]1[C@H](O[C@H]([C@@H]1OC(C1=CC=CC=C1)=O)OC(C)=O)C(=O)NCC ((2S,3S,4R,5S)-5-(acetyloxy)-4-(benzoyloxy)-2-[(ethylamino)carbonyl]tetrahydro-3-furanyl benzoate), C[Si](C)(C)OS(=O)(=O)C(F)(F)F (trimethylsilyltrifluoromethanesulphonate). RXN SMILES: [C:1]1([CH:7]([C:32]2[CH:37]=[CH:36][CH:35]=[CH:34][CH:33]=2)[CH2:8][NH:9][C:10]2[N:18]=[C:17]([CH2:19][NH:20][C:21]([NH:23][CH2:24][CH2:25][N:26]3[CH2:31][CH2:30][CH2:29][CH2:28][CH2:27]3)=[O:22])[N:16]=[C:15]3[C:11]=2[N:12]=[CH:13][NH:14]3)[CH:6]=[CH:5][CH:4]=[CH:3][CH:2]=1.[C:38]([O:46][C@H:47]1[C@@H:51]([O:52][C:53](=[O:60])[C:54]2[CH:59]=[CH:58][CH:57]=[CH:56][CH:55]=2)[C@@H:50](OC(=O)C)[O:49][C@@H:48]1[C:65]([NH:67][CH2:68][CH3:69])=[O:66])(=[O:45])[C:39]1[CH:44]=[CH:43][CH:42]=[CH:41][CH:40]=1.C(O[C@H]1[C@@H](OC(=O)C2C=CC=CC=2)[C@H](OC(=O)C)O[C@@H]1C(NCC)=O)(=O)C1C=CC=CC=1.C[Si](OS(C(F)(F)F)(=O)=O)(C)C>ClC(Cl)(Cl)C.C(OCC)(=O)C>[C:38]([O:46][C@H:47]1[C@@H:51]([O:52][C:53](=[O:60])[C:54]2[CH:59]=[CH:58][CH:57]=[CH:56][CH:55]=2)[C@H:50]([N:14]2[CH:13]=[N:12][C:11]3[C:15]2=[N:16][C:17]([CH2:19][NH:20][C:21]([NH:23][CH2:24][CH2:25][N:26]2[CH2:31][CH2:30][CH2:29][CH2:28][CH2:27]2)=[O:22])=[N:18][C:10]=3[NH:9][CH2:8][CH:7]([C:1]2[CH:2]=[CH:3][CH:4]=[CH:5][CH:6]=2)[C:32]2[CH:37]=[CH:36][CH:35]=[CH:34][CH:33]=2)[O:49][C@@H:48]1[C:65]([NH:67][CH2:68][CH3:69])=[O:66])(=[O:45])[C:39]1[CH:44]=[CH:43][CH:42]=[CH:41][CH:40]=1. The solvent is C(C)(=O)OCC (ethyl acetate), ClC(C)(Cl)Cl (1,1,1-trichloroethane). Run at time 30 minute. Reactants: C(C)(C)(C)OC(=O)[C@]12CN(C([C@@H]2CC(C1)F)=O)[C@H](C)C1=CC=CC=C1 ((1R,5R)-7-Fluoro-4-oxo-3-[(1R)-1-phenylethyl]-3-azabicyclo[3.3.0]octan-1-ylcarboxylic acid tert-butyl ester), FC(C(=O)O)(F)F (Trifluoroacetic acid). Run in C(Cl)Cl (methylene chloride). Run at time 1 hour. Product: FC1C[C@H]2C(N(C[C@]2(C1)C(=O)O)[C@H](C)C1=CC=CC=C1)=O ((1R,5R)-7-Fluoro-4-oxo-3-[(1R)-1-phenylethyl]-3-azabicyclo[3.3.0]octan-1-ylcarboxylic acid). Reaction SMILES: C([O:5][C:6]([C@:8]12[CH2:15][CH:14]([F:16])[CH2:13][C@H:12]1[C:11](=[O:17])[N:10]([C@@H:18]([C:20]1[CH:25]=[CH:24][CH:23]=[CH:22][CH:21]=1)[CH3:19])[CH2:9]2)=[O:7])(C)(C)C.FC(F)(F)C(O)=O>C(Cl)Cl>[F:16][CH:14]1[CH2:15][C@@:8]2([C:6]([OH:7])=[O:5])[C@H:12]([C:11](=[O:17])[N:10]([C@@H:18]([C:20]3[CH:25]=[CH:24][CH:23]=[CH:22][CH:21]=3)[CH3:19])[CH2:9]2)[CH2:13]1. Reported procedure: (1R,5R)-7-Fluoro-4-oxo-3-[(1R)-1-phenylethyl]-3-azabicyclo[3.3.0]octan-1-ylcarboxylic acid tert-butyl ester (705 mg, 2.03 mmol) was dissolved in methylene chloride (4 mL). Trifluoroacetic acid (4 mL) was added under ice-cooling, and then the mixture was stirred at room temperature for one hour. The reaction solution was concentrated under reduced pressure. Toluene was added to the residue, and the mixture was concentrated under reduced pressure again to give 595 mg (quantitative) of the title co... The reactants are Cc1c[nH]c2ccccc2c1=O, CC[O-], CCO, COc1ccc(F)cc1C(C)(C)CC1(C(F)(F)F)CO1, [Na+]. Product: COc1ccc(F)cc1C(C)(C)CC(O)(Cn1cc(C)c(=O)c2ccccc21)C(F)(F)F. RXN SMILES: [CH3:1][c:2]1[cH:3][nH:4][c:5]2[cH:6][cH:7][cH:8][cH:9][c:10]2[c:11]1=[O:12].[CH3:34][CH2:35][O-:36].[CH3:37][CH2:38][OH:39].[F:13][c:14]1[cH:15][cH:16][c:17]([O:31][CH3:32])[c:18]([C:20]([CH2:21][C:22]2([C:25]([F:26])([F:27])[F:28])[O:23][CH2:24]2)([CH3:29])[CH3:30])[cH:19]1.[Na+:33]>>[CH3:1][c:2]1[cH:3][n:4]([CH2:24][C:22]([CH2:21][C:20]([c:18]2[c:17]([O:31][CH3:32])[cH:16][cH:15][c:14]([F:13])[cH:19]2)([CH3:29])[CH3:30])([OH:23])[C:25]([F:26])([F:27])[F:28])[c:5]2[cH:6][cH:7][cH:8][cH:9][c:10]2[c:11]1=[O:12]. The reactants are C1(=CC=CC=C1)N1N=C(C=C1NC(=S)N)C1=CC=CC=C1 ((1,3-Diphenyl-5-pyrazolyl) thiourea), CI (methyl iodide). Product: I.C1(=CC=CC=C1)N1N=C(C=C1NC(SC)=N)C1=CC=CC=C1 (N-(1,3-Diphenyl-5-pyrazolyl)-S-methyl isothiourea hydroiodide). RXN SMILES: [C:1]1([N:7]2[C:11]([NH:12][C:13]([NH2:15])=[S:14])=[CH:10][C:9]([C:16]3[CH:21]=[CH:20][CH:19]=[CH:18][CH:17]=3)=[N:8]2)[CH:6]=[CH:5][CH:4]=[CH:3][CH:2]=1.[CH3:22][I:23]>>[IH:23].[C:1]1([N:7]2[C:11]([NH:12][C:13](=[NH:15])[S:14][CH3:22])=[CH:10][C:9]([C:16]3[CH:17]=[CH:18][CH:19]=[CH:20][CH:21]=3)=[N:8]2)[CH:2]=[CH:3][CH:4]=[CH:5][CH:6]=1 |f:2.3|. Procedure: (1,3-Diphenyl-5-pyrazolyl) thiourea (119.7 g.) and 63.9 g. methyl iodide were reacted as described in Example V to give 156.1 g. of product, mp 178°-182° C. Reactants: CC(C)=O, CCOC(C)=O, O=S(=O)(Cl)c1ccc(C2CC2)cc1, [F-], [K+], O. Product: O=S(=O)(F)c1ccc(C2CC2)cc1. Reaction SMILES: [CH3:16][C:17](=[O:18])[CH3:19].[CH3:21][CH2:22][O:23][C:24]([CH3:25])=[O:26].[CH:1]1([c:4]2[cH:5][cH:6][c:7]([S:10](=[O:11])(=[O:12])[Cl:13])[cH:8][cH:9]2)[CH2:2][CH2:3]1.[F-:14].[K+:15].[OH2:20]>>[CH:1]1([c:4]2[cH:5][cH:6][c:7]([S:10](=[O:11])(=[O:12])[F:14])[cH:8][cH:9]2)[CH2:2][CH2:3]1. The product is Cc1nc2ccc(CC#N)cc2n1Cc1ccccc1Cl. The reactants are CS(C)=O, Cc1nc2ccc(CCl)cc2n1Cc1ccccc1Cl, N#CO[K], C1COCCOCCOCCOCCOCCO1. As a reaction SMILES: [CH3:43][S:44]([CH3:45])=[O:46].[Cl:23][c:24]1[c:25]([CH2:26][n:27]2[c:28]([CH3:38])[n:29][c:30]3[c:31]2[cH:32][c:33]([CH2:36][Cl:37])[cH:34][cH:35]3)[cH:39][cH:40][cH:41][cH:42]1.[K:1][O:2][C:3]#[N:4].[O:5]1[CH2:6][CH2:7][O:8][CH2:9][CH2:10][O:11][CH2:12][CH2:13][O:14][CH2:15][CH2:16][O:17][CH2:18][CH2:19][O:20][CH2:21][CH2:22]1>>[C:3](#[N:4])[CH2:36][c:33]1[cH:32][c:31]2[n:27]([CH2:26][c:25]3[c:24]([Cl:23])[cH:42][cH:41][cH:40][cH:39]3)[c:28]([CH3:38])[n:29][c:30]2[cH:35][cH:34]1. The reactants are O=C([O-])[O-], CCOC(=O)c1[nH]ncc1C(=O)CC(C)C, CN(C)C=O, Cl, [Cs+], [Cs+], ClCc1cccc2ccccc12. The product is CCOC(=O)c1nn(Cc2cccc3ccccc23)cc1C(=O)CC(C)C. Reaction SMILES: [C:29](=[O:30])([O-:31])[O-:32].[CH3:1][CH:2]([CH2:3][C:4](=[O:5])[c:6]1[cH:7][n:8][nH:9][c:10]1[C:11](=[O:12])[O:13][CH2:14][CH3:15])[CH3:16].[CH3:36][N:37]([CH3:38])[CH:39]=[O:40].[ClH:35].[Cs+:33].[Cs+:34].[c:17]1([CH2:27][Cl:28])[cH:18][cH:19][cH:20][c:21]2[cH:22][cH:23][cH:24][cH:25][c:26]12>>[CH3:1][CH:2]([CH2:3][C:4](=[O:5])[c:6]1[cH:7][n:8]([CH2:27][c:17]2[cH:18][cH:19][cH:20][c:21]3[cH:22][cH:23][cH:24][cH:25][c:26]23)[n:9][c:10]1[C:11](=[O:12])[O:13][CH2:14][CH3:15])[CH3:16]. Starting materials: FC1=C(CN2N=C3C(=CC=CC3=C2C2=CC=C(C=C2)N2C[C@H](CCC2)CC(=O)OC)C(F)(F)F)C(=CC(=C1)F)F (methyl ((3R)-1-{4-[2-(2,4,6-trifluorobenzyl)-7-(trifluoromethyl)-2H-indazol-3-yl]phenyl}piperidin-3-yl)acetate), [OH-].[Na+] (NaOH). The solvent is CO.C1CCOC1 (CH3OH THF). Conditions: time 8 hour. Product: FC1=C(CN2N=C3C(=CC=CC3=C2C2=CC=C(C=C2)N2C[C@H](CCC2)CC(=O)O)C(F)(F)F)C(=CC(=C1)F)F (((3R)-1-{4-[2-(2,4,6-TRIFLUOROBENZYL)-7-(TRIFLUOROMETHYL)-2H-INDAZOL-3-YL]PHENYL}PIPERIDIN-3-YL)ACETIC ACID). Yield: 82.2%. Reaction SMILES: [F:1][C:2]1[CH:38]=[C:37]([F:39])[CH:36]=[C:35]([F:40])[C:3]=1[CH2:4][N:5]1[C:13]([C:14]2[CH:19]=[CH:18][C:17]([N:20]3[CH2:25][CH2:24][CH2:23][C@H:22]([CH2:26][C:27]([O:29]C)=[O:28])[CH2:21]3)=[CH:16][CH:15]=2)=[C:12]2[C:7]([C:8]([C:31]([F:34])([F:33])[F:32])=[CH:9][CH:10]=[CH:11]2)=[N:6]1.[OH-].[Na+]>CO.C1COCC1>[F:40][C:35]1[CH:36]=[C:37]([F:39])[CH:38]=[C:2]([F:1])[C:3]=1[CH2:4][N:5]1[C:13]([C:14]2[CH:15]=[CH:16][C:17]([N:20]3[CH2:25][CH2:24][CH2:23][C@H:22]([CH2:26][C:27]([OH:29])=[O:28])[CH2:21]3)=[CH:18][CH:19]=2)=[C:12]2[C:7]([C:8]([C:31]([F:34])([F:32])[F:33])=[CH:9][CH:10]=[CH:11]2)=[N:6]1 |f:1.2,3.4|. Reported procedure: A solution of methyl ((3R)-1-{4-[2-(2,4,6-trifluorobenzyl)-7-(trifluoromethyl)-2H-indazol-3-yl]phenyl}piperidin-3-yl)acetate (0.045 g, 0.08 mmol) in CH3OH-THF (1:1, v/v) containing 0.5 mL of 1 N NaOH was stirred overnight at ambient temperature. Then it was neutralized with dilute acid and partitioned with ethyl acetate and brine. The organic phase was dried (Na2SO4) and concentrated in vacuo. The crude product was crystallized from ether/petroleum ether to give 0.036 g of title compound as a pa... The reactants are BrC=1C=C(C=CC1)S (3-bromothiophenol), CN(C)C=O (DMF), C([O-])([O-])=O.[K+].[K+] (potassium carbonate), BrCC=C(C)C (1-bromo-3-methyl-2-butene). Solvent: O (water). Reaction conditions: time 5 hour. Product: BrC1=CC(=CC=C1)SCC=C(C)C (1-Bromo-3-(3-methylbut-2-enylsulphanyl)benzene). Reaction SMILES: [Br:1][C:2]1[CH:3]=[C:4]([SH:8])[CH:5]=[CH:6][CH:7]=1.CN(C=O)C.C(=O)([O-])[O-].[K+].[K+].Br[CH2:21][CH:22]=[C:23]([CH3:25])[CH3:24]>O>[Br:1][C:2]1[CH:7]=[CH:6][CH:5]=[C:4]([S:8][CH2:21][CH:22]=[C:23]([CH3:25])[CH3:24])[CH:3]=1 |f:2.3.4|. Reported procedure: 25.00 g (132.0 mmol) of 3-bromothiophenol, 200 ml of DMF and 18.23 g (138.0 mmol) of potassium carbonate are introduced into a three-necked flask. 18.0 ml (157.0 mmol) of 1-bromo-3-methyl-2-butene are added dropwise and the mixture is stirred at room temperature for five hours. The reaction medium is poured into water and extracted with ethyl acetate, and the organic phase is separated out after settling has taken place, washed with water, dried over magnesium sulphate and evaporated. 33.00 g (9...